Task: describe an organic reaction: reactants, conditions, products, and yield. Dataset: the Open Reaction Database (ORD), a public repository of structured organic reaction records Reactants: [H-].[Na+] (Sodium hydride), OCCO (1,2-dihydroxyethane), CC=1C=C(C=C([N+]1[O-])C1=NC(=CC=C1)C)[N+](=O)[O-] (6,6'-Dimethyl-4-nitro-2,2'-bipyridine-N-oxide). Conditions: temperature 60 celsius, time 4 hour. Product: OCCOC=1C=C([N+](=C(C1)C)[O-])C1=NC(=CC=C1)C (4-(2-hydroxyethoxy)-6,6'-dimethyl-2,2'-bipyridine-N-oxide). RXN SMILES: [H-].[Na+].[CH3:3][C:4]1[CH:5]=[C:6]([N+]([O-])=O)[CH:7]=[C:8]([C:11]2[CH:16]=[CH:15][CH:14]=[C:13]([CH3:17])[N:12]=2)[N+:9]=1[O-:10].[OH:21][CH2:22][CH2:23][OH:24]>>[OH:21][CH2:22][CH2:23][O:24][C:6]1[CH:7]=[C:8]([C:11]2[CH:16]=[CH:15][CH:14]=[C:13]([CH3:17])[N:12]=2)[N+:9]([O-:10])=[C:4]([CH3:3])[CH:5]=1 |f:0.1|. Procedure: Sodium hydride (2.07 g, 51.8 mmoles) was added to 1,2-dihydroxyethane (100 ml). After 15 minutes 6,6'-dimethyl-4-nitro-2,2'-bipyridine-N-oxide (17) (6.35 g, 25.9 mmoles) was added and the mixture was stirred at 60° C. for 4 hours. Excess of 1,2-dihydroxyethane was removed by evaporation in high vacuum and the product was purified by flash chromatography.